Dataset: the Open Reaction Database (ORD), a public repository of structured organic reaction records. Task: describe an organic reaction: reactants, conditions, products, and yield Starting materials: C(#N)C1=CC=C(C=C1)CCC(=O)N1CCCC2=CC(=CC=C12)NS(=O)(=O)C1=CC=CC=C1 (1-[3-(4-cyano-phenyl)propionyl]-6-phenylsulphonamido-1,2,3,4-tetrahydro-quinoline), COC=1C=CC(=CC1)P2(=S)SP(=S)(S2)C=3C=CC(=CC3)OC (Lawesson reagent). Solvent: C1(=CC=CC=C1)C (toluene). Yields the product C(#N)C1=CC=C(C=C1)CCC(=S)N1CCCC2=CC(=CC=C12)NS(=O)(=O)C1=CC=CC=C1 (1-[3-(4-cyano-phenyl)thiopropionyl]-6-phenylsulphonamido-1,2,3,4-tetrahydro-quinoline). As a reaction SMILES: [C:1]([C:3]1[CH:8]=[CH:7][C:6]([CH2:9][CH2:10][C:11]([N:13]2[C:22]3[C:17](=[CH:18][C:19]([NH:23][S:24]([C:27]4[CH:32]=[CH:31][CH:30]=[CH:29][CH:28]=4)(=[O:26])=[O:25])=[CH:20][CH:21]=3)[CH2:16][CH2:15][CH2:14]2)=O)=[CH:5][CH:4]=1)#[N:2].COC1C=CC(P2(SP(C3C=CC(OC)=CC=3)(=S)S2)=[S:42])=CC=1>C1(C)C=CC=CC=1>[C:1]([C:3]1[CH:8]=[CH:7][C:6]([CH2:9][CH2:10][C:11]([N:13]2[C:22]3[C:17](=[CH:18][C:19]([NH:23][S:24]([C:27]4[CH:32]=[CH:31][CH:30]=[CH:29][CH:28]=4)(=[O:26])=[O:25])=[CH:20][CH:21]=3)[CH2:16][CH2:15][CH2:14]2)=[S:42])=[CH:5][CH:4]=1)#[N:2]. Reported procedure: 4.9 g of 1-[3-(4-cyano-phenyl)propionyl]-6-phenylsulphonamido-1,2,3,4-tetrahydro-quinoline are dissolved in 110 ml of toluene and boiled with 2.5 g Lawesson reagent [2,4-bis(4-methoxy-phenyl)-1,3-dithia-2,4-diphosphetane-2,4-disulphide] for 1 hour at 110-120° C. Then the mixture is evaporated to dryness and the residue is chromatographed over a silica gel column with methylene chloride/ethyl acetate=19:1.